From a dataset of the Open Reaction Database (ORD), a public repository of structured organic reaction records. describe an organic reaction: reactants, conditions, products, and yield The reactants are [BH4-], COC(C)(C)C, COC(=O)C1CCC(NC(=O)OC(C)(C)C)CC1, [Li+], [Na+], C1CCOC1, [OH-], O=C(O)CC(O)(CC(=O)O)C(=O)O. Yields the product CC(C)(C)OC(=O)NC1CCC(CO)CC1. As a reaction SMILES: [BH4-:1].[C:36]([O:37][CH3:38])([CH3:39])([CH3:40])[CH3:41].[C:3]([CH3:4])([CH3:5])([CH3:6])[O:7][C:8](=[O:9])[NH:10][CH:11]1[CH2:12][CH2:13][CH:14]([C:17](=[O:18])[O:19][CH3:20])[CH2:15][CH2:16]1.[Li+:2].[Na+:35].[O:42]1[CH2:43][CH2:44][CH2:45][CH2:46]1.[OH-:34].[OH:21][C:22]([CH2:23][C:24]([C:25](=[O:26])[OH:27])([CH2:28][C:29](=[O:30])[OH:31])[OH:32])=[O:33]>>[C:3]([CH3:4])([CH3:5])([CH3:6])[O:7][C:8](=[O:9])[NH:10][CH:11]1[CH2:12][CH2:13][CH:14]([CH2:17][OH:18])[CH2:15][CH2:16]1. Reactants: Oc1ccc(-c2nc3cc(Br)cnc3[nH]2)cc1, CCOC(=O)CCl. The product is CCOC(=O)COc1ccc(-c2nc3cc(Br)cnc3[nH]2)cc1. RXN SMILES: [Br:1][c:2]1[cH:3][c:4]2[c:5]([n:6][cH:7]1)[nH:8][c:9](-[c:11]1[cH:12][cH:13][c:14]([OH:17])[cH:15][cH:16]1)[n:10]2.[Cl:18][CH2:19][C:20](=[O:21])[O:22][CH2:23][CH3:24]>>[Br:1][c:2]1[cH:3][c:4]2[c:5]([n:6][cH:7]1)[nH:8][c:9](-[c:11]1[cH:12][cH:13][c:14]([O:17][CH2:19][C:20](=[O:21])[O:22][CH2:23][CH3:24])[cH:15][cH:16]1)[n:10]2.